Dataset: the Open Reaction Database (ORD), a public repository of structured organic reaction records. Task: describe an organic reaction: reactants, conditions, products, and yield Starting materials: C(C)C1=C2C=C(C(N(C2=CC(=N1)CC)CC1=CC=C(C=C1)C1=C(C=CC=C1)C=1N=NN(N1)C(C1=CC=CC=C1)(C1=CC=CC=C1)C1=CC=CC=C1)=O)C(=O)O (5,7-Diethyl-2-oxo-1-[(2'-(2-triphenylmethyl-2H-tetrazol-5-yl]biphenyl-4-yl)methyl]-1,2-dihydro-1,6-naphthyridine-3-carboxylic acid), ClCCl (dichloromethane). Solvent: CO (methanol), Cl (hydrochloric acid). Conditions: time 15 minute. Yields the product Cl.C(C)C1=C2C=C(C(N(C2=CC(=N1)CC)CC1=CC=C(C=C1)C1=C(C=CC=C1)C1=NN=NN1)=O)C(=O)O (5,7-diethyl-2-oxo-1-[(2'-(1H-tetrazol-5-yl)biphenyl-4-yl)methyl]-1,2-dihydro-1,6-naphthyridin-3-carboxylic acid hydrochloride). RXN SMILES: [CH2:1]([C:3]1[N:12]=[C:11]([CH2:13][CH3:14])[CH:10]=[C:9]2[C:4]=1[CH:5]=[C:6]([C:53]([OH:55])=[O:54])[C:7](=[O:52])[N:8]2[CH2:15][C:16]1[CH:21]=[CH:20][C:19]([C:22]2[CH:27]=[CH:26][CH:25]=[CH:24][C:23]=2[C:28]2[N:29]=[N:30][N:31](C(C3C=CC=CC=3)(C3C=CC=CC=3)C3C=CC=CC=3)[N:32]=2)=[CH:18][CH:17]=1)[CH3:2].[Cl:56]CCl>CO.Cl>[ClH:56].[CH2:1]([C:3]1[N:12]=[C:11]([CH2:13][CH3:14])[CH:10]=[C:9]2[C:4]=1[CH:5]=[C:6]([C:53]([OH:55])=[O:54])[C:7](=[O:52])[N:8]2[CH2:15][C:16]1[CH:21]=[CH:20][C:19]([C:22]2[CH:27]=[CH:26][CH:25]=[CH:24][C:23]=2[C:28]2[NH:32][N:31]=[N:30][N:29]=2)=[CH:18][CH:17]=1)[CH3:2] |f:4.5|. Reported procedure: 5,7-Diethyl-2-oxo-1-[(2'-(2-triphenylmethyl-2H-tetrazol-5-yl]biphenyl-4-yl)methyl]-1,2-dihydro-1,6-naphthyridine-3-carboxylic acid (A) (165 mg) was dissolved in a mixture of methanol (4 ml), dichloromethane (1 ml) and concentrated hydrochloric acid (0.1 ml) and the mixture was stirred for 15 minutes. Volatile material was then removed by evaporation. The residue was dissolved in methanol (2 ml) and a solid was precipitated by the addition of ether. The solid was collected by filtration and purif... Starting materials: CS(=O)(=O)C1=CC=C2C=CN(C2=C1)O (6-Methanesulfonyl-indol-1-ol). The solvent is P(OCC)(OCC)OCC (triethyl phosphite), C(C)OCC (diethyl ether). Run at temperature 160 celsius. The product is CS(=O)(=O)C1=CC=C2C=CNC2=C1 (6-Methanesulfonyl-1H-indole). As a reaction SMILES: [CH3:1][S:2]([C:5]1[CH:13]=[C:12]2[C:8]([CH:9]=[CH:10][N:11]2O)=[CH:7][CH:6]=1)(=[O:4])=[O:3]>P(OCC)(OCC)OCC.C(OCC)C>[CH3:1][S:2]([C:5]1[CH:13]=[C:12]2[C:8]([CH:9]=[CH:10][NH:11]2)=[CH:7][CH:6]=1)(=[O:4])=[O:3]. Procedure details: Dissolve 6-Methanesulfonyl-indol-1-ol (5.0 g, 23.7 mmol) in triethyl phosphite (35 ml) and heat at 160° C. for 5 hours. Cool the solution to ambient temperature and dilute with diethyl ether. Wash the ether solution with brine and water followed by drying (sodium sulfate) and reducing to residue. Crystallize the residue from warm ethyl acetate to give the title compound as colorless cubes: mp 149–152° C. MS (ACPI): m/e 196.0 (M+1). Analysis for C9H9NO2S: Calcd: C, 55.37; H, 4.65; N, 7.17; found:... Starting materials: [Li+].CC(C)[N-]C(C)C (LDA), C(CCC)C12CC3=CC(=CC=C3C2=C(C(C(C1)C)=O)C)OCOC ((2SR,9aSR)-9a-butyl-2,4-dimethyl-7-methoxymethoxy-1,2,9,9a-tetrahydro-3H-fluoren-3-one), IC (iodomethane). Solvent: C1CCOC1 (THF), C1CCOC1 (THF). Reaction conditions: temperature -78 celsius. The product is C(CCC)C12CC3=CC(=CC=C3C2=C(C(C(C1)(C)C)=O)C)OCOC (9a-butyl-7-methoxymethoxy-2,2,4-trimethyl-1,2,9,9a-tetrahydro-3H-fluoren-3-one). RXN SMILES: [CH2:1]([C:5]12[CH2:17][CH:16]([CH3:18])[C:15](=[O:19])[C:14]([CH3:20])=[C:13]1[C:12]1[C:7](=[CH:8][C:9]([O:21][CH2:22][O:23][CH3:24])=[CH:10][CH:11]=1)[CH2:6]2)[CH2:2][CH2:3][CH3:4].[Li+].[CH3:26]C([N-]C(C)C)C.IC>C1COCC1>[CH2:1]([C:5]12[CH2:17][C:16]([CH3:26])([CH3:18])[C:15](=[O:19])[C:14]([CH3:20])=[C:13]1[C:12]1[C:7](=[CH:8][C:9]([O:21][CH2:22][O:23][CH3:24])=[CH:10][CH:11]=1)[CH2:6]2)[CH2:2][CH2:3][CH3:4] |f:1.2|. Procedure: A solution of (2SR,9aSR)-9a-butyl-2,4-dimethyl-7-methoxymethoxy-1,2,9,9a-tetrahydro-3H-fluoren-3-one (39 mg, 0.12 mmol) in anhydrous THF (1.0 mL) was cooled in an ice bath, stirred under a nitrogen atmosphere, and treated with 0.4M LDA in THF (0.39 mL, 0.16 mmol). After stirring at 0° C. for 30 minutes, the yellow solution was cooled to −78° C. and treated with iodomethane (0.037 mL, 0.6 mmol). The resulting mixture was allowed to gradually warm to room temperature, then stirred at room temperat... Reactants: CC(C)([O-])C.[K+] (potassium tert-butoxide), N1N=CC(=C1)C#N (1H-pyrazole-4-carbonitrile), BrC1=C(C=O)C(=CC=C1)F (2-bromo-6-fluorobenzaldehyde). Run in CS(=O)C (DMSO). Run at time 20 minute. Product: BrC=1C(=C(C=CC1)N1N=CC(=C1)C#N)C=O (1-(3-bromo-2-formylphenyl)-1H-pyrazole-4-carbonitrile). The yield is 55.4%. Reaction SMILES: [NH:1]1[CH:5]=[C:4]([C:6]#[N:7])[CH:3]=[N:2]1.CC(C)([O-])C.[K+].[Br:14][C:15]1[CH:22]=[CH:21][CH:20]=[C:19](F)[C:16]=1[CH:17]=[O:18]>CS(C)=O>[Br:14][C:15]1[C:16]([CH:17]=[O:18])=[C:19]([N:1]2[CH:5]=[C:4]([C:6]#[N:7])[CH:3]=[N:2]2)[CH:20]=[CH:21][CH:22]=1 |f:1.2|. Procedure details: 1H-pyrazole-4-carbonitrile (935 mg, 10.0 mmol, Eq: 1.00) was dissolved in 15 mL of dry DMSO and potassium tert-butoxide (1.19 g, 10.0 mmol, Eq: 1.00) was added. The mixture was stirred at room temperature for 20 minutes and 2-bromo-6-fluorobenzaldehyde (4.08 g, 20.1 mmol, Eq: 2) was added. The mixture was stirred at room temperature overnight and then extracted with ethyl acetate and water. The organic layer was dried and concentrated. The crude material was purified by flash chromatography (sil... Reactants: OC1=CC(=C(OCCCC(C(=O)OC)(C)C)C=C1C)C (5-(4-hydroxy-2,5-dimethylphenoxy)-2,2-dimethylpentanoic acid, methyl ester), C(C)(C)C1=C(C(=CC=C1)C(C)C)N=C=O (2,6-diisopropylphenylisocyanate). The reagents and catalysts are CN(C1=CC=NC=C1)C (4-dimethylaminopyridine). Run in O1CCCC1 (tetrahydrofuran). The product is CC(C)C1=C(C(=CC=C1)C(C)C)NC(=O)OC1=CC(=C(OCCCC(C(=O)OC)(C)C)C=C1C)C (5-[4-[[[[2,6-Bis(1-methylethyl)phenyl]amino]carbonyl]oxy]-2,5-dimethylphenoxy]-2,2-dimethylpentanoic acid, methyl ester). RXN SMILES: [OH:1][C:2]1[C:18]([CH3:19])=[CH:17][C:5]([O:6][CH2:7][CH2:8][CH2:9][C:10]([CH3:16])([CH3:15])[C:11]([O:13][CH3:14])=[O:12])=[C:4]([CH3:20])[CH:3]=1.[CH:21]([C:24]1[CH:29]=[CH:28][CH:27]=[C:26]([CH:30]([CH3:32])[CH3:31])[C:25]=1[N:33]=[C:34]=[O:35])([CH3:23])[CH3:22]>O1CCCC1.CN(C)C1C=CN=CC=1>[CH3:23][CH:21]([C:24]1[CH:29]=[CH:28][CH:27]=[C:26]([CH:30]([CH3:31])[CH3:32])[C:25]=1[NH:33][C:34]([O:1][C:2]1[C:18]([CH3:19])=[CH:17][C:5]([O:6][CH2:7][CH2:8][CH2:9][C:10]([CH3:15])([CH3:16])[C:11]([O:13][CH3:14])=[O:12])=[C:4]([CH3:20])[CH:3]=1)=[O:35])[CH3:22]. Procedure details: A mixture of 5-(4-hydroxy-2,5-dimethylphenoxy)-2,2-dimethylpentanoic acid, methyl ester, 1.5 g and 1.0 g (5 mmol) of 2,6-diisopropylphenylisocyanate in 75 mL of tetrahydrofuran containing 0.1 g of 4-dimethylaminopyridine is stirred at reflux for 18 hours overnight. The solvent is removed leaving 3.1 g of the title carbamate which crystallizes on standing. The crude precipitate is chromatographed on a 4.5 cm column containing 125 g of silica gel prepared in 1:1 hexane:dichloromethane. Elution wit... Reactants: ClC(=O)OCCCCCC (hexyl chloroformate), O[C@H]([C@@H](C1=CC(=CC=C1)O)N)C ((1R,2S)-2-hydroxy-1-(3-hydroxyphenyl)propylamine), aqueous solution, C([O-])(O)=O.[Na+] (sodium bicarbonate). Solvent: O1CCOCC1 (dioxane), O1CCCC1 (tetrahydrofuran). Conditions: temperature 0 celsius. Product: C(CCCCC)OC(=O)N[C@@H]([C@@H](O)C)C1=CC(=CC=C1)O ((1S,2R)-2-Hexyloxycarbonylamino-1-methyl-2-(3-hydroxyphenyl)ethanol). Yield: 96.3%. Reaction SMILES: [OH:1][C@@H:2]([CH3:12])[C@H:3]([NH2:11])[C:4]1[CH:9]=[CH:8][CH:7]=[C:6]([OH:10])[CH:5]=1.C(=O)(O)[O-].[Na+].Cl[C:19]([O:21][CH2:22][CH2:23][CH2:24][CH2:25][CH2:26][CH3:27])=[O:20]>O1CCCC1.O1CCOCC1>[CH2:22]([O:21][C:19]([NH:11][C@H:3]([C:4]1[CH:9]=[CH:8][CH:7]=[C:6]([OH:10])[CH:5]=1)[C@H:2]([CH3:12])[OH:1])=[O:20])[CH2:23][CH2:24][CH2:25][CH2:26][CH3:27] |f:1.2|. Reported procedure: To a solution of (1R,2S)-2-hydroxy-1-(3-hydroxyphenyl)propylamine (17.2 g) in tetrahydrofuran (500 ml) was added 0.5M aqueous solution of sodium bicarbonate (500 ml) and the mixture was stirred at 0° C. To the mixture was added a solution of hexyl chloroformate (14 g) in dioxane (20 ml) and the mixture was stirred for 30 minutes at 0° C. The reaction mixture was extracted with ethyl acetate (300 ml). The organic layer was washed with a saturated aqueous solution of sodium chloride, dried over an... The reactants are NN1C=CC2=CC=CC=C12 (1-aminoindole), C1(=CC=CC=C1)CC(C)=O (phenylacetone), C(C)(=O)[O-].[Na+] (sodium acetate). The solvent is C(C)(=O)O (acetic acid). Yields the product CC1=C(C=2C=CC=C3CCN1C23)C2=CC=CC=C2 (1,2-Dihydro-4-methyl-5-phenylpyrrolo[3,2,1-hi]indole). Reaction SMILES: N[N:2]1[C:10]2[C:5](=[CH:6][CH:7]=[CH:8][CH:9]=2)[CH:4]=[CH:3]1.[C:11]1([CH2:17][C:18](=O)[CH3:19])[CH:16]=[CH:15][CH:14]=[CH:13][CH:12]=1.C([O-])(=O)C.[Na+]>C(O)(=O)C>[CH3:19][C:18]1[N:2]2[C:10]3[C:5]([CH2:4][CH2:3]2)=[CH:6][CH:7]=[CH:8][C:9]=3[C:17]=1[C:11]1[CH:16]=[CH:15][CH:14]=[CH:13][CH:12]=1 |f:2.3|. Procedure: A mixture of 50 g. (0.372 mole) of 1-aminoindole, 50 g. (0.372 mole) of phenylacetone, 600 ml. of acetic acid and 50 g. of sodium acetate was heated for one hour on a steam bath. The precipitate which separated from the cooled mixture was collected and washed with isopropyl ether. The product melted at 145°C. The literature m.p. is 145°C., Chemical Abstracts 54, 19641 (1960).